Dataset: the Open Reaction Database (ORD), a public repository of structured organic reaction records. Task: describe an organic reaction: reactants, conditions, products, and yield The reactants are ClC1=CC=C(N)C=C1 (4-Chloroaniline), FC1=NC(=CC(=N1)F)F (2,4,6-trifluoropyrimidine), C([O-])([O-])=O.[K+].[K+] (potassium carbonate). Solvent: C(C)O (ethanol), O (water). Conditions: time 16 hour. Yields the product ClC1=CC=C(C=C1)NC1=NC(=NC(=C1)F)F (N-(4-Chlorophenyl)-2,6-difluoropyrimidin-4-amine). RXN SMILES: [Cl:1][C:2]1[CH:8]=[CH:7][C:5]([NH2:6])=[CH:4][CH:3]=1.[F:9][C:10]1[N:15]=[C:14](F)[CH:13]=[C:12]([F:17])[N:11]=1.C(=O)([O-])[O-].[K+].[K+]>C(O)C.O>[Cl:1][C:2]1[CH:8]=[CH:7][C:5]([NH:6][C:14]2[CH:13]=[C:12]([F:17])[N:11]=[C:10]([F:9])[N:15]=2)=[CH:4][CH:3]=1 |f:2.3.4|. Procedure: 4-Chloroaniline was added to a stirred solution of 2,4,6-trifluoropyrimidine (7.7 g), potassium carbonate (7.86 g) in ethanol (80 ml). The mixture was stirred at room temperature for 16 h, diluted with water, extracted with ethyl acetate, dried (MgSO4) and evaporated under reduced pressure. The residue was purified by chromatography on silica eluting with isohexane/ethyl acetate (4:1). Yield 8.3 g cream solid